From a dataset of the Open Reaction Database (ORD), a public repository of structured organic reaction records. describe an organic reaction: reactants, conditions, products, and yield Starting materials: CCCCCCC(Br)C(=O)Cl, CCCCCCCCCCCC(O)CC(=O)OC, c1ccncc1. Product: CCCCCCCCCCCC(CC(=O)OC)OC(=O)C(Br)CCCCCC. RXN SMILES: [Br:19][CH:20]([C:21](=[O:22])[Cl:23])[CH2:24][CH2:25][CH2:26][CH2:27][CH2:28][CH3:29].[OH:1][CH:2]([CH2:3][C:4](=[O:5])[O:6][CH3:7])[CH2:8][CH2:9][CH2:10][CH2:11][CH2:12][CH2:13][CH2:14][CH2:15][CH2:16][CH2:17][CH3:18].[cH:30]1[cH:31][cH:32][n:33][cH:34][cH:35]1>>[O:1]([CH:2]([CH2:3][C:4](=[O:5])[O:6][CH3:7])[CH2:8][CH2:9][CH2:10][CH2:11][CH2:12][CH2:13][CH2:14][CH2:15][CH2:16][CH2:17][CH3:18])[C:21]([CH:20]([Br:19])[CH2:24][CH2:25][CH2:26][CH2:27][CH2:28][CH3:29])=[O:22]. Reactants: CC1=C2C(=CC=NC2=C(C=C1[N+](=O)[O-])C)OC (5,8-dimethyl-4-methoxy-6-nitroquinoline), [OH-].[NH4+] (ammonium hydroxide), stannous chloride dihydrate, C(C)O (ethanol). Solvent: O (water). The product is NC1(CC=NC2=C(C=CC(=C12)C)C)OC (4-amino-5,8-dimethyl-4-methoxyquinoline). RXN SMILES: [CH3:1][C:2]1[C:11]([N+]([O-])=O)=[CH:10][C:9]([CH3:15])=[C:8]2[C:3]=1[C:4]([O:16][CH3:17])=[CH:5][CH:6]=[N:7]2.C(O)C.[OH-].[NH4+:22]>O>[NH2:22][C:4]1([O:16][CH3:17])[C:3]2[C:8](=[C:9]([CH3:15])[CH:10]=[CH:11][C:2]=2[CH3:1])[N:7]=[CH:6][CH2:5]1 |f:2.3|. Procedure: In a flask is placed 5,8-dimethyl-4-methoxy-6-nitroquinoline (1.16 g, 5.0 mmol) with stannous chloride dihydrate (5.64 g, 25 mmol) and ethanol (50 mL). The mixture is refluxed for 1 hour, diluted with water (100 mL) and concentrated ammonium hydroxide (30 mL), and extracted with chloroform (2×200 mL). The organic portion is dried over potassium carbonate, filtered and the solvents removed by rotary evaporation, yielding 4-amino-5,8-dimethyl-4-methoxyquinoline. Starting materials: CC(C)(C)OC(=O)N1CCC(N2C(=O)Cc3ccccc32)CC1, CCOCC, ClCCl, O=C(O)C(F)(F)F. The product is O=C1Cc2ccccc2N1C1CCNCC1. RXN SMILES: [C:1]([O:2][C:3](=[O:4])[N:8]1[CH2:9][CH2:10][CH:11]([N:14]2[C:15](=[O:23])[CH2:16][c:17]3[cH:18][cH:19][cH:20][cH:21][c:22]32)[CH2:12][CH2:13]1)([CH3:5])([CH3:6])[CH3:7].[CH3:34][CH2:35][O:36][CH2:37][CH3:38].[Cl:31][CH2:32][Cl:33].[F:24][C:25]([F:26])([F:27])[C:28]([OH:29])=[O:30]>>[NH:8]1[CH2:9][CH2:10][CH:11]([N:14]2[C:15](=[O:23])[CH2:16][c:17]3[cH:18][cH:19][cH:20][cH:21][c:22]32)[CH2:12][CH2:13]1. The product is C(N)(=O)C=1N=C(OC1)N1CC(C1)SC=1[C@@H]([C@H]2N(C1C(=O)OCC1=CC=C(C=C1)[N+](=O)[O-])C([C@@H]2[C@@H](C)O)=O)C (p-nitrobenzyl (1R,5S,6S)-2-[1-(4-carbamoyl-1,3-oxazol-2-yl)azetidin-3-yl]thio-6-[(R)-1-hydroxyethyl]-1-methylcarbapen-2-em-3-carboxylate). Run in C(C)#N (acetonitrile), CN(C=O)C (dimethylformamide), C(C)(=O)OCC (ethyl acetate). Reported procedure: To a solution of 3-acetylthio-1-(4-carbamoyl-1,3-oxazol-2-yl)azetidine (275 mg, 1.14 mmol) (obtained as described in Reference Example 22) in dimethylformamide (14 ml) was added hydrazine acetate (126 mg, 1.37 mmol) at room temperature under an atmosphere of nitrogen and the mixture was stirred for 1 hour. After checking the completion of the reaction, a solution of p-nitrobenzyl (1R,5S,6S)-2-diphenylphosphoryloxy-6-[(R)-1-hydroxyethyl]-1-methylcarbapen-2-em-3-carboxylate (677 mg,1.14 mmol) in a... Reaction SMILES: C([S:4][CH:5]1[CH2:8][N:7]([C:9]2[O:10][CH:11]=[C:12]([C:14](=[O:16])[NH2:15])[N:13]=2)[CH2:6]1)(=O)C.C(O)(=O)C.NN.C1(P(O[C:38]2[C@H:39]([CH3:62])[C@H:40]3[C@@H:57]([C@H:58]([OH:60])[CH3:59])[C:56](=[O:61])[N:41]3[C:42]=2[C:43]([O:45][CH2:46][C:47]2[CH:52]=[CH:51][C:50]([N+:53]([O-:55])=[O:54])=[CH:49][CH:48]=2)=[O:44])(C2C=CC=CC=2)=O)C=CC=CC=1.C(N(C(C)C)CC)(C)C.C(=O)([O-])O.[Na+]>CN(C)C=O.C(#N)C.C(OCC)(=O)C>[C:14]([C:12]1[N:13]=[C:9]([N:7]2[CH2:8][CH:5]([S:4][C:38]3[C@H:39]([CH3:62])[C@@H:40]4[C@@H:57]([C@H:58]([OH:60])[CH3:59])[C:56](=[O:61])[N:41]4[C:42]=3[C:43]([O:45][CH2:46][C:47]3[CH:48]=[CH:49][C:50]([N+:53]([O-:55])=[O:54])=[CH:51][CH:52]=3)=[O:44])[CH2:6]2)[O:10][CH:11]=1)(=[O:16])[NH2:15] |f:1.2,5.6|. Run at time 1 hour. The yield is 50.5%. Starting materials: C1(=CC=CC=C1)P(=O)(C1=CC=CC=C1)OC=1[C@@H]([C@@H]2N(C1C(=O)OCC1=CC=C(C=C1)[N+](=O)[O-])C([C@@H]2[C@@H](C)O)=O)C (p-nitrobenzyl (1R,5S,6S)-2-diphenylphosphoryloxy-6-[(R)-1-hydroxyethyl]-1-methylcarbapen-2-em-3-carboxylate), C(C)(C)N(CC)C(C)C (diisopropylethylamine), C(C)(=O)SC1CN(C1)C=1OC=C(N1)C(N)=O (3-acetylthio-1-(4-carbamoyl-1,3-oxazol-2-yl)azetidine), C(C)(=O)O.NN (hydrazine acetate), C(O)([O-])=O.[Na+] (sodium hydrogencarbonate). Reactants: NC1=NC2=CC=CC=C2C(=C1C(=O)N)C1=CC=CC=C1 (2-amino-4-phenylquinoline-3-carboxamide), C(C(=O)OCC)(=O)OCC (diethyl oxalate), C(C)(=O)O (acetic acid). Solvent: CCOCC (ether). Yields the product C1(=CC=CC=C1)C1=C2C(=NC3=CC=CC=C13)N=C(NC2=O)C(=O)OCC (Ethyl 5-Phenylpyrimido[4,5-b]Quinolin-4(3H)-One-2-Carboxylate). Reaction SMILES: [NH2:1][C:2]1[C:11]([C:12]([NH2:14])=[O:13])=[C:10]([C:15]2[CH:20]=[CH:19][CH:18]=[CH:17][CH:16]=2)[C:9]2[C:4](=[CH:5][CH:6]=[CH:7][CH:8]=2)[N:3]=1.[C:21](OCC)(=O)[C:22]([O:24][CH2:25][CH3:26])=[O:23].C(O)(=O)C>CCOCC>[C:15]1([C:10]2[C:9]3[C:4](=[CH:5][CH:6]=[CH:7][CH:8]=3)[N:3]=[C:2]3[N:1]=[C:21]([C:22]([O:24][CH2:25][CH3:26])=[O:23])[NH:14][C:12](=[O:13])[C:11]=23)[CH:20]=[CH:19][CH:18]=[CH:17][CH:16]=1. Procedure: A mixture of 2-amino-4-phenylquinoline-3-carboxamide (263 mg., 1.0 millimole), diethyl oxalate (5 ml.) acetic acid (5 ml.) is heated to reflux overnight. It is then cooled, diluted with ether (50 ml.) and the brown solid which forms filtered off. The filtrate is evaporated in vacuo and the oily residue triturated with saturated aqueous sodium bicarbonate solution. The resulting solid (110 mg.) is recovered by filtration and recrystallized from hot ethyl acetate (8 ml.). A small amount of insolub... The reactants are CN1N=C(C(=C1)[N+](=O)[O-])C#N (1-Methyl-4-nitropyrazole-3-carbonitrile). The reagents and catalysts are [Pd] (Pd/C). The solvent is C(Cl)Cl (DCM). Reaction conditions: time 8 hour. Product: NC=1C(=NN(C1)C)C#N (4-amino-1-methylpyrazole-3-carbonitrile). RXN SMILES: [CH3:1][N:2]1[CH:6]=[C:5]([N+:7]([O-])=O)[C:4]([C:10]#[N:11])=[N:3]1>C(Cl)Cl.[Pd]>[NH2:7][C:5]1[C:4]([C:10]#[N:11])=[N:3][N:2]([CH3:1])[CH:6]=1. Reported procedure: 1-Methyl-4-nitropyrazole-3-carbonitrile (2.0 g) was dissolved in DCM (30 ml) and 10% Pd/C (0.3 g, 50% wet) added. The mixture was stirred under a hydrogen atmosphere overnight. The catalyst was filtered off and the solution poured on to a silica column (15 g). The product was eluted with 100% EtOAc (100 ml) to yield 4-amino-1-methylpyrazole-3-carbonitrile, 1.277 g. Mass spectrum: MH+ 123 Reactants: saturated aqueous solution, [Cl-].[NH4+] (ammonium chloride), OO (hydrogen peroxide), S(O)(O)(=O)=O (sulfuric acid), [I-] (iodide), CN1C(=NC(=CC1=O)C1=NC=NC=C1)C (1,2-Dimethyl-1H-[4,4]bipyrimidinyl-6-one). Run in C(Cl)(Cl)Cl (chloroform), C(Cl)(Cl)(Cl)Cl (carbon tetrachloride), O (water). Yields the product ICC=1N(C(C=C(N1)C1=NC=NC=C1)=O)C (2-Iodomethyl-1-methyl-1H-[4,4]bipyrimidinyl-6-one). Yield: 112.0%. Reaction SMILES: [CH3:1][N:2]1[C:7](=[O:8])[CH:6]=[C:5]([C:9]2[CH:14]=[CH:13][N:12]=[CH:11][N:10]=2)[N:4]=[C:3]1[CH3:15].S(=O)(=O)(O)O.[I-:21].OO.[Cl-].[NH4+]>O.C(Cl)(Cl)Cl.C(Cl)(Cl)(Cl)Cl>[I:21][CH2:15][C:3]1[N:2]([CH3:1])[C:7](=[O:8])[CH:6]=[C:5]([C:9]2[CH:14]=[CH:13][N:12]=[CH:11][N:10]=2)[N:4]=1 |f:4.5|. Procedure: To a suspension of 17 g (0.084 mol) of 1,2-Dimethyl-1H-[4,4]bipyrimidinyl-6-one in 45 mL of water, were added 8.5 mL of sulfuric acid, 25 mL of carbon tetrachloride and 9.6 g (0.037 mol) of iodide. The resulting mixture was refluxed and 16.38 mL of hydrogen peroxide (35% solution in water) was added dropwise. The mixture was stirred under reflux for 5 h and cooled at room temperature, 100 mL of saturated aqueous solution of ammonium chloride and 100 mL of chloroform were added. The resulting pre... The reactants are CC1(CC(NC2=CC=C(C=C12)C(F)(F)F)C1=C(C=CC=C1)[N+](=O)[O-])C (4,4-dimethyl-2-(2-nitrophenyl)-6-(trifluoromethyl)-1,2,3,4-tetrahydroquinoline). The reagents and catalysts are [Fe] (iron). Run in [Cl-].[NH4+] (ammonium chloride), C(C)O (ethanol). Product: CC1(CC(NC2=CC=C(C=C12)C(F)(F)F)C1=C(N)C=CC=C1)C (2-(4,4-dimethyl-6-(trifluoromethyl)-1,2,3,4-tetrahydroquinolin-2-yl)aniline). As a reaction SMILES: [CH3:1][C:2]1([CH3:25])[C:11]2[C:6](=[CH:7][CH:8]=[C:9]([C:12]([F:15])([F:14])[F:13])[CH:10]=2)[NH:5][CH:4]([C:16]2[CH:21]=[CH:20][CH:19]=[CH:18][C:17]=2[N+:22]([O-])=O)[CH2:3]1>[Cl-].[NH4+].C(O)C.[Fe]>[CH3:1][C:2]1([CH3:25])[C:11]2[C:6](=[CH:7][CH:8]=[C:9]([C:12]([F:14])([F:13])[F:15])[CH:10]=2)[NH:5][CH:4]([C:16]2[CH:21]=[CH:20][CH:19]=[CH:18][C:17]=2[NH2:22])[CH2:3]1 |f:1.2|. Reported procedure: To a suspension of 4,4-dimethyl-2-(2-nitrophenyl)-6-(trifluoromethyl)-1,2,3,4-tetrahydroquinoline (2.56 g, 7.3 mmol) in saturated aqueous ammonium chloride (20 mL) and ethanol (30 mL) was added iron powder (1.2 g, 21.0 mmol) at room temperature After addition, the resulting mixture was stirred at reflux under Nitrogen for 3 h. The reaction mixture was cooled to room temperature and filtered through a pad of celite. The solvent of ethanol in filtrate was removed under reduced pressure and the wat... As a reaction SMILES: [CH3:1][N:2]([CH3:30])[C:3]1[CH:12]=[CH:11][CH:10]=[C:9]2[C:4]=1[CH:5]=[CH:6][CH:7]=[C:8]2[S:13]([NH:16][C:17]1[C:25]2[C:21](=[N:22][O:23][N:24]=2)[CH:20]=[C:19](CC)[C:18]=1[C:28]#N)(=[O:15])=[O:14].[OH-:31].[K+].[CH2:33]([OH:35])[CH3:34]>O>[CH3:1][N:2]([CH3:30])[C:3]1[CH:12]=[CH:11][CH:10]=[C:9]2[C:4]=1[CH:5]=[CH:6][CH:7]=[C:8]2[S:13]([NH:16][C:17]1[C:25]2[C:21](=[N:22][O:23][N:24]=2)[CH:20]=[C:19]([CH2:18][CH3:28])[C:34]=1[C:33]([OH:31])=[O:35])(=[O:15])=[O:14] |f:1.2|. The reactants are CN(C1=C2C=CC=C(C2=CC=C1)S(=O)(=O)NC1=C(C(=CC2=NON=C21)CC)C#N)C (5-dimethylamino-N-(5-cyano-6-ethyl-2,1,3-benzoxadiazol-4-yl)-1-naphthalenesulfonamide), [OH-].[K+] (potassium hydroxide), C(C)O (ethanol). Yields the product CN(C1=C2C=CC=C(C2=CC=C1)S(=O)(=O)NC1=C(C(=CC2=NON=C21)CC)C(=O)O)C (5-dimethylamino-N-(5-carboxy-6-ethyl-2,1,3-benzoxadiazol-4-yl)-1-naphthalenesulfonamide). Run at time 8 hour. Run in O (water). Reported procedure: A solution of 1 g of 5-dimethylamino-N-(5-cyano-6-ethyl-2,1,3-benzoxadiazol-4-yl)-1-naphthalenesulfonamide and 0.7 g of potassium hydroxide in 20 ml of ethanol and 5 ml of water is bailed with stirring for 8 hours. The solvents are removed, the residue is dissolved in water and treated with hydrochloric acid and 5-dimethylamino-N-(5-carboxy-6-ethyl-2,1,3-benzoxadiazol-4-yl)-1-naphthalenesulfonamide is obtained.